Dataset: the Open Reaction Database (ORD), a public repository of structured organic reaction records. Task: describe an organic reaction: reactants, conditions, products, and yield Reactants: [BH4-], CN, CO, Cn1cc(C=O)c2ccccc21, [Na+]. Yields the product CNCc1cn(C)c2ccccc12. Reaction SMILES: [BH4-:15].[CH3:13][NH2:14].[CH3:17][OH:18].[CH3:1][n:2]1[cH:3][c:4]([CH:11]=[O:12])[c:5]2[cH:6][cH:7][cH:8][cH:9][c:10]12.[Na+:16]>>[CH3:1][n:2]1[cH:3][c:4]([CH2:11][NH:14][CH3:13])[c:5]2[cH:6][cH:7][cH:8][cH:9][c:10]12. RXN SMILES: [C:31]([BH3-:32])#[N:33].[CH3:27][C:28](=[O:29])[OH:30].[CH3:35][CH2:36][OH:37].[F:1][C:2]([c:3]1[cH:4][c:5]([C:9]([CH3:10])=[O:11])[cH:6][cH:7][cH:8]1)([F:12])[F:13].[N:14]1([C:20](=[O:21])[O:22][C:23]([CH3:24])([CH3:25])[CH3:26])[CH2:15][CH2:16][NH:17][CH2:18][CH2:19]1.[Na+:34]>>[F:1][C:2]([c:3]1[cH:4][c:5]([CH:9]([CH3:10])[N:17]2[CH2:16][CH2:15][N:14]([C:20](=[O:21])[O:22][C:23]([CH3:24])([CH3:25])[CH3:26])[CH2:19][CH2:18]2)[cH:6][cH:7][cH:8]1)([F:12])[F:13]. Product: CC(c1cccc(C(F)(F)F)c1)N1CCN(C(=O)OC(C)(C)C)CC1. Reactants: [BH3-]C#N, CC(=O)O, CCO, CC(=O)c1cccc(C(F)(F)F)c1, CC(C)(C)OC(=O)N1CCNCC1, [Na+]. The reactants are O=C([O-])O, Cc1ccccc1, NC(=O)c1snnc1C1CC1, [Na+], O=S(Cl)Cl. Yields the product N#Cc1snnc1C1CC1. RXN SMILES: [C:16](=[O:17])([O-:18])[OH:19].[CH3:21][c:22]1[cH:23][cH:24][cH:25][cH:26][cH:27]1.[CH:1]1([c:4]2[n:5][n:6][s:7][c:8]2[C:9](=[O:10])[NH2:11])[CH2:2][CH2:3]1.[Na+:20].[S:12]([Cl:13])([Cl:14])=[O:15]>>[CH:1]1([c:4]2[n:5][n:6][s:7][c:8]2[C:9]#[N:11])[CH2:2][CH2:3]1. Starting materials: ClC=1C=C(C=CC1C)N1[N+](=CC(=N1)O)[O-] (2-(3-chloro-4-methylphenyl)-4-hydroxy-2H-1,2,3-triazole-1-oxide), [OH-].[K+] (potassium hydroxide), S(=O)(=O)(OC)OC (dimethyl sulphate), [OH-].[K+] (potassium hydroxide). Solvent: O (water). Product: ClC=1C=C(C=CC1C)N1[N+](=CC(=N1)OC)[O-] (2-(3-chloro-4-methylphenyl)-4-methoxy-2H-1,2,3-triazole-1-oxide). Isolated yield 25.0%. Reaction SMILES: [Cl:1][C:2]1[CH:3]=[C:4]([N:9]2[N:13]=[C:12]([OH:14])[CH:11]=[N+:10]2[O-:15])[CH:5]=[CH:6][C:7]=1[CH3:8].[OH-].[K+].S(OC)(O[CH3:22])(=O)=O>O>[Cl:1][C:2]1[CH:3]=[C:4]([N:9]2[N:13]=[C:12]([O:14][CH3:22])[CH:11]=[N+:10]2[O-:15])[CH:5]=[CH:6][C:7]=1[CH3:8] |f:1.2|. Reported procedure: 113 g of 2-(3-chloro-4-methylphenyl)-4-hydroxy-2H-1,2,3-triazole-1-oxide (m.p. 166°-170° with decomp., prepared in accordance with Synthesis 1974 (March), pp. 189-199) are added at room temperature to a solution of 43 g of 85% potassium hydroxide in 750 ml of water. With efficient stirring, 79 g of dimethyl sulphate and simultaneously 55 ml of 30% potassium hydroxide solution are added to the reaction mixture in the course of 15 minutes while maintaining an internal temperature of 25°-35° C. by ... Product: CCOc1cc(C(C)(C)C)ccc1C1=NC(C)(c2ccc(Cl)cc2)C(C)(c2ccc(Cl)cc2)N1C(=O)CC(C)C. The reactants are CCOc1cc(C(C)(C)C)ccc1C1=NC(C)(c2ccc(Cl)cc2)C(C)(c2ccc(Cl)cc2)N1, CC(C)CC(=O)Cl. Reaction SMILES: [C:1]([CH3:2])([CH3:3])([CH3:4])[c:5]1[cH:6][c:7]([O:32][CH2:33][CH3:34])[c:8]([C:11]2=[N:15][C:14]([CH3:16])([c:17]3[cH:18][cH:19][c:20]([Cl:23])[cH:21][cH:22]3)[C:13]([CH3:24])([c:25]3[cH:26][cH:27][c:28]([Cl:31])[cH:29][cH:30]3)[NH:12]2)[cH:9][cH:10]1.[CH3:35][CH:36]([CH2:37][C:38](=[O:39])[Cl:40])[CH3:41]>>[C:1]([CH3:2])([CH3:3])([CH3:4])[c:5]1[cH:6][c:7]([O:32][CH2:33][CH3:34])[c:8]([C:11]2=[N:12][C:13]([CH3:24])([c:25]3[cH:26][cH:27][c:28]([Cl:31])[cH:29][cH:30]3)[C:14]([CH3:16])([c:17]3[cH:18][cH:19][c:20]([Cl:23])[cH:21][cH:22]3)[N:15]2[C:38]([CH2:37][CH:36]([CH3:35])[CH3:41])=[O:39])[cH:9][cH:10]1. Starting materials: OC1=C(C=CC(=C1)[N+](=O)[O-])NC(C)=O (N-(2-Hydroxy-4-nitro-phenyl)-acetamide), C(C1=CC=CC=C1)Br (Benzyl-bromide), ice water, OC1=C(C=CC(=C1)[N+](=O)[O-])NC(C)=O (N-(2-Hydroxy-4-nitro-phenyl)-acetamide), C([O-])([O-])=O.[K+].[K+] (Potassium-carbonate), CCCCCC.CCOC(=O)C (hexane EtOAc). The solvent is CC(=O)C (acetone), C1CCOC1 (THF). Reaction conditions: time 20 hour. Product: C(C1=CC=CC=C1)OC1=C(C=CC(=C1)[N+](=O)[O-])NC(C)=O (N-(2-Benzyloxy-4-nitro-phenyl)-acetamide), powder. Isolated yield 52.4%. RXN SMILES: [OH:1][C:2]1[CH:7]=[C:6]([N+:8]([O-:10])=[O:9])[CH:5]=[CH:4][C:3]=1[NH:11][C:12](=[O:14])[CH3:13].C(=O)([O-])[O-].[K+].[K+].[CH2:21](Br)[C:22]1[CH:27]=[CH:26][CH:25]=[CH:24][CH:23]=1.CCCCCC.CCOC(C)=O>CC(C)=O.C1COCC1>[CH2:21]([O:1][C:2]1[CH:7]=[C:6]([N+:8]([O-:10])=[O:9])[CH:5]=[CH:4][C:3]=1[NH:11][C:12](=[O:14])[CH3:13])[C:22]1[CH:27]=[CH:26][CH:25]=[CH:24][CH:23]=1 |f:1.2.3,5.6|. Procedure details: N-(2-Hydroxy-4-nitro-phenyl)-acetamide (417) (17 g, 86.7 mmol) was dissolved in a mixture of acetone (200 mL) and THF (200 mL). Potassium-carbonate (24 g, 173.4 mmol, 2 equiv.) was added as a dry powder and the solution turned deep red. Benzyl-bromide (16.3 g, 95.37 mmol, 1.1 equiv.) was added and the mixture stirred at room temperature for 20 h. TLC (Rf: 0.5 compared to Rf: 0.2–0.3 for compound 417 in 1:1 hexane/EtOAc) indicated complete alkylation at this point. The mixture was poured into ice...